Dataset: the Open Reaction Database (ORD), a public repository of structured organic reaction records. Task: describe an organic reaction: reactants, conditions, products, and yield Starting materials: ClC1=C(C=CC=C1Cl)C1=NN=NN1 (5-(2,3-dichlorophenyl)-1H-tetrazole), C([O-])([O-])=O.[K+].[K+] (potassium carbonate), BrCCF (1-bromo-2-fluoroethane). The solvent is C(C)#N (acetonitrile). Reaction conditions: time 15 minute. Product: ClC1=C(C=CC=C1Cl)C1=NN=NN1CCF (5-(2,3-dichlorophenyl)-1-(2-fluoroethyl)-1H-tetrazole). Yield: 65.9%. RXN SMILES: [Cl:1][C:2]1[C:7]([Cl:8])=[CH:6][CH:5]=[CH:4][C:3]=1[C:9]1[NH:13][N:12]=[N:11][N:10]=1.C(=O)([O-])[O-].[K+].[K+].Br[CH2:21][CH2:22][F:23]>C(#N)C>[Cl:1][C:2]1[C:7]([Cl:8])=[CH:6][CH:5]=[CH:4][C:3]=1[C:9]1[N:13]([CH2:21][CH2:22][F:23])[N:12]=[N:11][N:10]=1 |f:1.2.3|. Reported procedure: To 100 mL of acetonitrile was added 5 g of 5-(2,3-dichlorophenyl)-1H-tetrazole (Lancester Synthesis Inc., Windham, N.H.) followed by 2.5 g of potassium carbonate. After stirring for 15 min, 5 g of 1-bromo-2-fluoroethane was added dropwise. After the addition, the resulting mixture was then heated to reflux for 3 hours and then filtered. The solvent was then evaporated under reduced pressure leaving 4 g of 5-(2,3-dichlorophenyl)-1-(2-fluoroethyl)-1H-tetrazole as an oil. Starting materials: COC(=O)c1cc(Br)cc([N+](=O)[O-])c1C, O=C([O-])O, CCO, [Cl-], [Fe], [NH4+], [Na+]. Product: COC(=O)c1cc(Br)cc(N)c1C. As a reaction SMILES: [Br:1][c:2]1[cH:3][c:4]([N+:13]([O-:14])=[O:15])[c:5]([CH3:12])[c:6]([C:7](=[O:8])[O:9][CH3:10])[cH:11]1.[C:21](=[O:22])([OH:23])[O-:24].[CH3:18][CH2:19][OH:20].[Cl-:16].[Fe:26].[NH4+:17].[Na+:25]>>[Br:1][c:2]1[cH:3][c:4]([NH2:13])[c:5]([CH3:12])[c:6]([C:7](=[O:8])[O:9][CH3:10])[cH:11]1. Run in C1CCOC1 (THF), O (water). RXN SMILES: [Br:1][C:2]1[CH:7]=[CH:6][C:5]([NH:8][C:9]2[CH:10]=[C:11]([NH:23][C:24](=[O:26])[CH3:25])[CH:12]=[C:13]([C:15]3[CH:20]=[CH:19][C:18]([F:21])=[CH:17][C:16]=3[F:22])[CH:14]=2)=[C:4]([N+:27]([O-])=O)[CH:3]=1.[Cl-].[NH4+]>C1COCC1.O.[Zn]>[NH2:27][C:4]1[CH:3]=[C:2]([Br:1])[CH:7]=[CH:6][C:5]=1[NH:8][C:9]1[CH:10]=[C:11]([NH:23][C:24](=[O:26])[CH3:25])[CH:12]=[C:13]([C:15]2[CH:20]=[CH:19][C:18]([F:21])=[CH:17][C:16]=2[F:22])[CH:14]=1 |f:1.2|. Product: NC1=C(C=CC(=C1)Br)NC=1C=C(C=C(C1)C1=C(C=C(C=C1)F)F)NC(C)=O (N-(5-(2-amino-4-bromophenylamino)-2′,4′-difluorobiphenyl-3-yl)acetamide). Reported procedure: To a solution of N-(5-(4-bromo-2-nitrophenylamino)-2′,4′-difluorobiphenyl-3-yl)acetamide (3.2 g, 6.92 mmol) in THF (30 ml) were added a solution of ammonium chloride (3.7 g, 69.22 mmol, 10 eq.) in water (15 ml) and zinc (4.53 g, 69.22 mmol, 10 eq.). The mixture was stirred at RT for 6 h and filtered. The filtrate was diluted with water and extracted as in Example 1(d). The solvent was distilled off under reduced pressure to afford the product in 87% yield (2.6 g). Reagents/catalysts: [Zn] (zinc). The yield is 87.0%. The reactants are BrC1=CC(=C(C=C1)NC=1C=C(C=C(C1)C1=C(C=C(C=C1)F)F)NC(C)=O)[N+](=O)[O-] (N-(5-(4-bromo-2-nitrophenylamino)-2′,4′-difluorobiphenyl-3-yl)acetamide), [Cl-].[NH4+] (ammonium chloride). Run at time 6 hour. The reactants are ClC1=NC(=CN=C1)OCCOC1=CC2=CC(=CC=C2C=C1)OC (2-chloro-6-[2-(7-methoxy-naphthalen-2-yloxy)-ethoxy]pyrazine), C(=O)([O-])[O-].[K+].[K+] (K2CO3), COC1=CC=C2C=CC(=CC2=C1)OCCO (2-(7-methoxy-naphthalen-2-yloxy)ethanol), N1CCNCC1 (piperazine). Yields the product COC1=CC=C2C=CC(=CC2=C1)OCCOC1=NC(=CN=C1)N1CCNCC1 (2-[2-(7-Methoxy-naphthalen-2-yloxy)-ethoxy]-6-(1-piperazinyl)pyrazine). Reported procedure: The title compound was prepared according to the procedure of example 50, step 2, starting from 2-chloro-6-[2-(7-methoxy-naphthalen-2-yloxy)-ethoxy]pyrazine [1.19 g, 3.60 mmol; obtained according to the procedure of example 50, step 1, starting from 2-(7-methoxy-naphthalen-2-yloxy)ethanol*], piperazine (1.25 g, 14.5 mmol) and K2CO3 (0.60 g, 4.3 mmol) with the exception that the final filtration through alumina was omitted. The yield of the of the title compound was 0.98 g (71%) which was obtaine... As a reaction SMILES: Cl[C:2]1[CH:7]=[N:6][CH:5]=[C:4]([O:8][CH2:9][CH2:10][O:11][C:12]2[CH:21]=[CH:20][C:19]3[C:14](=[CH:15][C:16]([O:22][CH3:23])=[CH:17][CH:18]=3)[CH:13]=2)[N:3]=1.COC1C=C2C(C=CC(OCCO)=C2)=CC=1.[NH:40]1[CH2:45][CH2:44][NH:43][CH2:42][CH2:41]1.C([O-])([O-])=O.[K+].[K+]>>[CH3:23][O:22][C:16]1[CH:15]=[C:14]2[C:19]([CH:20]=[CH:21][C:12]([O:11][CH2:10][CH2:9][O:8][C:4]3[CH:5]=[N:6][CH:7]=[C:2]([N:40]4[CH2:45][CH2:44][NH:43][CH2:42][CH2:41]4)[N:3]=3)=[CH:13]2)=[CH:18][CH:17]=1 |f:3.4.5|. Reactants: NC1CSC2=C(N(C1=O)CC(=O)OC(C)(C)C)C=CC=C2 (3-amino-5-t-butoxycarbonylmethyl-2,3-dihydro-1,5-benzothiazepin-4(5H)-one), C(C1=CC=CC=C1)CC(C(=O)OCC)=O (ethyl benzylpyruvate). The product is C(C)(C)(C)OC(=O)CN1C(C(CSC2=C1C=CC=C2)NC(CCC2=CC=CC=C2)C(=O)OCC)=O (5-t-butoxycarbonylmethyl-3-(1-ethoxycarbonyl-3-phenylpropylamino)-2,3-dihydro-1,5-benzothiazepin-4(5H)-one). Reaction SMILES: [NH2:1][CH:2]1[C:8](=[O:9])[N:7]([CH2:10][C:11]([O:13][C:14]([CH3:17])([CH3:16])[CH3:15])=[O:12])[C:6]2[CH:18]=[CH:19][CH:20]=[CH:21][C:5]=2[S:4][CH2:3]1.[CH2:22]([CH2:29][C:30](=O)[C:31]([O:33][CH2:34][CH3:35])=[O:32])[C:23]1[CH:28]=[CH:27][CH:26]=[CH:25][CH:24]=1>>[C:14]([O:13][C:11]([CH2:10][N:7]1[C:6]2[CH:18]=[CH:19][CH:20]=[CH:21][C:5]=2[S:4][CH2:3][CH:2]([NH:1][CH:30]([C:31]([O:33][CH2:34][CH3:35])=[O:32])[CH2:29][CH2:22][C:23]2[CH:24]=[CH:25][CH:26]=[CH:27][CH:28]=2)[C:8]1=[O:9])=[O:12])([CH3:16])([CH3:17])[CH3:15]. Procedure details: The compound obtained in Example 7 was reacted with ethyl benzylpyruvate in the same manner as described in Example 9. Thus, there was obtained 5-t-butoxycarbonylmethyl-3-(1-ethoxycarbonyl-3-phenylpropylamino)-2,3-dihydro-1,5-benzothiazepin-4(5H)-one in the form of an oily material. Reactants: OC(C[C@@]1(CCN(C(O1)=O)[C@@H]1CNCCC1)C1=CC=CC=C1)(C)C ((S)-6-(2-hydroxy-2-methylpropyl)-6-phenyl-3-((S)-piperidin-3-yl)-1,3-oxazinan-2-one), BrC=1SC(=CN1)C(=O)NC(C)(C)C (2-bromo-N-tert-butylthiazole-5-carboxamide). Product: C(C)(C)(C)NC(=O)C1=CN=C(S1)N1C[C@H](CCC1)N1C(O[C@](CC1)(C1=CC=CC=C1)CC(C)(C)O)=O (N-tert-butyl-2-((S)-3-((S)-6-(2-hydroxy-2-methylpropyl)-2-oxo-6-phenyl-1,3-oxazinan-3-yl)piperidin-1-yl)thiazole-5-carboxamide). As a reaction SMILES: [OH:1][C:2]([CH3:24])([CH3:23])[CH2:3][C@@:4]1([C:17]2[CH:22]=[CH:21][CH:20]=[CH:19][CH:18]=2)[O:9][C:8](=[O:10])[N:7]([C@H:11]2[CH2:16][CH2:15][CH2:14][NH:13][CH2:12]2)[CH2:6][CH2:5]1.Br[C:26]1[S:27][C:28]([C:31]([NH:33][C:34]([CH3:37])([CH3:36])[CH3:35])=[O:32])=[CH:29][N:30]=1>>[C:34]([NH:33][C:31]([C:28]1[S:27][C:26]([N:13]2[CH2:14][CH2:15][CH2:16][C@H:11]([N:7]3[CH2:6][CH2:5][C@:4]([CH2:3][C:2]([OH:1])([CH3:24])[CH3:23])([C:17]4[CH:18]=[CH:19][CH:20]=[CH:21][CH:22]=4)[O:9][C:8]3=[O:10])[CH2:12]2)=[N:30][CH:29]=1)=[O:32])([CH3:37])([CH3:35])[CH3:36]. Reported procedure: The title compound was prepared from (S)-6-(2-hydroxy-2-methylpropyl)-6-phenyl-3-((S)-piperidin-3-yl)-1,3-oxazinan-2-one and 2-bromo-N-tert-butylthiazole-5-carboxamide following a procedure analogous to that described in Example 13. LC-MS Method 2 tR=1.23 min, m/z=515. Reactants: C(=O)[O-].[NH4+] (Ammonium formate), C(C1=CC=CC=C1)OC1=CC=C(C(=O)NC(C(N2CCN(CC2)C(C2=C(C=CC=C2)C(F)(F)F)=O)=O)C)C=C1 (4-benzyloxy-N-{1-methyl-2-oxo-2-[4-(2-trifluoromethyl-benzoyl)-piperazin-1-yl]-ethyl}-benzamide). Reagents/catalysts: [Pd] (Pd). Solvent: CO (MeOH). The product is OC1=CC=C(C(=O)NC(C(N2CCN(CC2)C(C2=C(C=CC=C2)C(F)(F)F)=O)=O)C)C=C1 (4-hydroxy-N-{1-methyl-2-oxo-2-[4-(2-trifluoromethyl-benzoyl)-piperazin-1-yl]-ethyl}-benzamide). The yield is 89.0%. As a reaction SMILES: C([O-])=O.[NH4+].C([O:12][C:13]1[CH:43]=[CH:42][C:16]([C:17]([NH:19][CH:20]([CH3:41])[C:21](=[O:40])[N:22]2[CH2:27][CH2:26][N:25]([C:28](=[O:39])[C:29]3[CH:34]=[CH:33][CH:32]=[CH:31][C:30]=3[C:35]([F:38])([F:37])[F:36])[CH2:24][CH2:23]2)=[O:18])=[CH:15][CH:14]=1)C1C=CC=CC=1>CO.[Pd]>[OH:12][C:13]1[CH:14]=[CH:15][C:16]([C:17]([NH:19][CH:20]([CH3:41])[C:21](=[O:40])[N:22]2[CH2:27][CH2:26][N:25]([C:28](=[O:39])[C:29]3[CH:34]=[CH:33][CH:32]=[CH:31][C:30]=3[C:35]([F:38])([F:37])[F:36])[CH2:24][CH2:23]2)=[O:18])=[CH:42][CH:43]=1 |f:0.1|. Reported procedure: Ammonium formate (49 mg, 0.77 mmol) was added to a stirred solution of 4-benzyloxy-N-{1-methyl-2-oxo-2-[4-(2-trifluoromethyl-benzoyl)-piperazin-1-yl]-ethyl}-benzamide (42 mg, 0.07 mmol) in MeOH (10 mL). 10% Pd/c (10 mg) was then added and the resulting mixture stirred at room temperature under an inert atmosphere. The reaction mixture was then stirred at reflux temperature for 2 hrs. The mixture was filtered over a bed of celite. The celite was washed with MeOH and the filtrate was concentrated....